This data is from the Open Reaction Database (ORD), a public repository of structured organic reaction records. The task is: describe an organic reaction: reactants, conditions, products, and yield Starting materials: CC1=C(C(=CC(=C1)C)C)CC(=O)Cl ((2,4,6-trimethyl-phenyl)-acetyl chloride), O (water), OC1(CCN(CC1)OC)C#N (4-hydroxy-1-methoxy-piperidine-4-carbonitrile), CN(C1=CC=NC=C1)C.CN(C)C=1C=CN=CC1 (4-dimethylaminopyridine DMAP). Run in ClCCl (dichloromethane), ClCCl (dichloromethane). Conditions: temperature -20 celsius, time 30 minute. The product is C(#N)C1(CCN(CC1)OC)OC(CC1=C(C=C(C=C1C)C)C)=O ((2,4,6-trimethyl-phenyl)-acetic acid 4-cyano-1-methoxy-piperidin-4-yl ester). RXN SMILES: [OH:1][C:2]1([C:10]#[N:11])[CH2:7][CH2:6][N:5]([O:8][CH3:9])[CH2:4][CH2:3]1.CN(C)C1C=CN=CC=1.CN(C1C=CN=CC=1)C.[CH3:30][C:31]1[CH:36]=[C:35]([CH3:37])[CH:34]=[C:33]([CH3:38])[C:32]=1[CH2:39][C:40](Cl)=[O:41].O>ClCCl>[C:10]([C:2]1([O:1][C:40](=[O:41])[CH2:39][C:32]2[C:31]([CH3:30])=[CH:36][C:35]([CH3:37])=[CH:34][C:33]=2[CH3:38])[CH2:3][CH2:4][N:5]([O:8][CH3:9])[CH2:6][CH2:7]1)#[N:11] |f:1.2|. Reported procedure: To a cooled (−20° C.) solution of 4-hydroxy-1-methoxy-piperidine-4-carbonitrile (0.32 g, 2.05 mmol) in 2 ml dichloromethane was added 4-dimethylaminopyridine DMAP (13 mg, 0.05 mmol) under argon. Then (2,4,6-trimethyl-phenyl)-acetyl chloride (0.52 g, 2.64 mmol) dissolved in dichloromethane (3 ml) was added dropwise. The reaction mixture was stirred at −20° C. for 30 minutes, then 30 minutes at 0° C. and finally left stirring overnight at room temperature. The reaction mixture was poured into wate...